Dataset: the Open Reaction Database (ORD), a public repository of structured organic reaction records. Task: describe an organic reaction: reactants, conditions, products, and yield Starting materials: COc1cc(O)ccc1Br, O=C([O-])[O-], CCCI, CC(C)=O, [K+], [K+]. The product is CCCOc1ccc(Br)c(OC)c1. Reaction SMILES: [Br:1][c:2]1[c:3]([O:9][CH3:10])[cH:4][c:5]([OH:8])[cH:6][cH:7]1.[C:11](=[O:12])([O-:13])[O-:14].[CH2:17]([CH2:18][CH3:19])[I:20].[CH3:21][C:22](=[O:23])[CH3:24].[K+:15].[K+:16]>>[Br:1][c:2]1[c:3]([O:9][CH3:10])[cH:4][c:5]([O:8][CH2:17][CH2:18][CH3:19])[cH:6][cH:7]1. Reactants: [Li+].CC(C)[N-]C(C)C (LDA), solution, CN1CCCN(C1=O)C (DMPU), O1CCC(CC1)C=O (tetrahydropyran-4-carboxaldehyde), C(C)OC(CC1=CC=C(C=C1)S(=O)(=O)C)=O (ethyl(4-methanesulfonylphenyl)acetate). Run in CCCCCCC.C1CCOC1.C1(=CC=CC=C1)CC (n-C7H16 THF PhEt), C1CCOC1 (THF), C1CCOC1 (THF), C1CCOC1 (THF). Conditions: temperature 20 celsius, time 30 minute. Product: IH-EtOAc, CS(=O)(=O)C1=CC=C(C=C1)/C(/C(=O)OCC)=C\C1CCOCC1 ((E)-ethyl 2-(4-methanesulfonylphenyl)-3-(tetrahydropyran-4-yl)acrylate). Reaction SMILES: [Li+].CC([N-]C(C)C)C.CN1C(=O)N(C)CCC1.[CH2:18]([O:20][C:21](=[O:33])[CH2:22][C:23]1[CH:28]=[CH:27][C:26]([S:29]([CH3:32])(=[O:31])=[O:30])=[CH:25][CH:24]=1)[CH3:19].[O:34]1[CH2:39][CH2:38][CH:37]([CH:40]=O)[CH2:36][CH2:35]1>CCCCCCC.C1COCC1.C1(CC)C=CC=CC=1.C1COCC1>[CH3:32][S:29]([C:26]1[CH:27]=[CH:28][C:23](/[C:22](=[CH:40]\[CH:37]2[CH2:38][CH2:39][O:34][CH2:35][CH2:36]2)/[C:21]([O:20][CH2:18][CH3:19])=[O:33])=[CH:24][CH:25]=1)(=[O:31])=[O:30] |f:0.1,5.6.7|. Procedure details: LDA (24 mL of a 1.8M solution in n-C7H16-THF-PhEt, 43.3 mmol) was added dropwise to a stirred solution of DMPU (19 mL, 153.0 mmol) in anhydrous THF (100 mL) at −78° C. After 30 min, a solution of ethyl(4-methanesulfonylphenyl)acetate (Preparation 15, 5.00 g, 20.6 mmol) in anhydrous THF (42 mL) was added dropwise. The mixture was stirred further for 1 h, before being treated dropwise with a solution of tetrahydropyran-4-carboxaldehyde (2.36 g, 20.6 mmol) in anhydrous THF (25 mL). After being allo... The reactants are N[C@](CO)(C)C1=C(C=CC(=C1)Br)F ((R)-2-amino-2-(5-bromo-2-fluoro-phenyl)-propan-1-ol), ClCC(=O)Cl (chloro-acetyl chloride). Yields the product BrC=1C=CC(=C(C1)[C@@](CO)(C)NC(CCl)=O)F (N—[(R)-1-(5-bromo-2-fluoro-phenyl)-2-hydroxy-1-methyl-ethyl]-2-chloro-acetamide). Reaction SMILES: [NH2:1][C@@:2]([C:6]1[CH:11]=[C:10]([Br:12])[CH:9]=[CH:8][C:7]=1[F:13])([CH3:5])[CH2:3][OH:4].[Cl:14][CH2:15][C:16](Cl)=[O:17]>>[Br:12][C:10]1[CH:9]=[CH:8][C:7]([F:13])=[C:6]([C@:2]([NH:1][C:16](=[O:17])[CH2:15][Cl:14])([CH3:5])[CH2:3][OH:4])[CH:11]=1. Reported procedure: In a manner analogous to that described for intermediate IX-1 the acylation of (R)-2-amino-2-(5-bromo-2-fluoro-phenyl)-propan-1-ol with chloro-acetyl chloride yielded the N—[(R)-1-(5-bromo-2-fluoro-phenyl)-2-hydroxy-1-methyl-ethyl]-2-chloro-acetamide as a light yellow oil (9.30 g, 90% of theory; e.e. >96%). MS (ISP): m/z=322.0 [M+H]+, 324.0 [M+2+H]+, 326.0 [M+4+H]+. Reactants: FC1=C(C=C(C=C1)F)N1CCNCC1 (1-(2,5-difluorophenyl)piperazine), ClC[C@@H](C)N1C(CC2(CCCC2)CC1=O)=O ((R)-8-(2-chloro-1-methylethyl)-8-azaspiro[4.5]decane-7,9-dione). Run at temperature 160 celsius, time 5 hour. Product: FC1=C(C=C(C=C1)F)N1CCN(CC1)C[C@@H](C)N1C(CC2(CCCC2)CC1=O)=O (8-{(1R)-2-[4-(2,5-Difluorophenyl)piperazin-1-yl]-1-methylethyl}-8-azaspiro[4.5]decane-7,9-dione). Yield: 61.0%. As a reaction SMILES: [F:1][C:2]1[CH:7]=[CH:6][C:5]([F:8])=[CH:4][C:3]=1[N:9]1[CH2:14][CH2:13][NH:12][CH2:11][CH2:10]1.Cl[CH2:16][C@H:17]([N:19]1[C:28](=[O:29])[CH2:27][C:22]2([CH2:26][CH2:25][CH2:24][CH2:23]2)[CH2:21][C:20]1=[O:30])[CH3:18]>>[F:1][C:2]1[CH:7]=[CH:6][C:5]([F:8])=[CH:4][C:3]=1[N:9]1[CH2:10][CH2:11][N:12]([CH2:18][C@H:17]([N:19]2[C:28](=[O:29])[CH2:27][C:22]3([CH2:26][CH2:25][CH2:24][CH2:23]3)[CH2:21][C:20]2=[O:30])[CH3:16])[CH2:13][CH2:14]1. Reported procedure: A mixture of 1-(2,5-difluorophenyl)piperazine (20 mg, 0.10 mmol) and (R)-8-(2-chloro-1-methylethyl)-8-azaspiro[4.5]decane-7,9-dione (20 mg, 0.082 mmol) was heated with stirring at 160° C. for 5 hours. The residue was purified by preparative HPLC [reverse phase column (C18 HC), water/methanol (70:30) with 0.1% TFA to water/methanol (40:60) with 0.1% TFA gradient, UV detection at λ254 nm or λ215 nm], giving (after removal of the solvent) the title compound as a pale yellow oil (21.5 mg, 0.05 mmol,... The reactants are C(CCC)S(=O)(=O)C[Li] ((butylsulfonyl-methyl)lithium), C(CCC)[Sn](CCCC)(CCCC)Cl (tributyltin chloride), C(CCC)[Sn](CCCC)(CCCC)Cl (tri-n-butyltin chloride), O1CCCC1 (tetrahydrofuran), [Cl-].[NH4+] (ammonium chloride). The reagents and catalysts are [Hg] (mercury). Solvent: CCCCCC.O1CCCC1 (hexane THF). Product: desired product, C(CCC)S(=O)(=O)C[Sn](CCCC)(CCCC)CCCC ((butylsulfonylmethyl)-tributyltin). As a reaction SMILES: [CH2:1]([Sn:5](Cl)([CH2:10][CH2:11][CH2:12][CH3:13])[CH2:6][CH2:7][CH2:8][CH3:9])[CH2:2][CH2:3][CH3:4].O1CCCC1.[CH2:20]([S:24]([CH2:27][Li])(=[O:26])=[O:25])[CH2:21][CH2:22][CH3:23].[Cl-].[NH4+]>[Hg].CCCCCC.O1CCCC1>[CH2:20]([S:24]([CH2:27][Sn:5]([CH2:10][CH2:11][CH2:12][CH3:13])([CH2:6][CH2:7][CH2:8][CH3:9])[CH2:1][CH2:2][CH2:3][CH3:4])(=[O:26])=[O:25])[CH2:21][CH2:22][CH3:23] |f:3.4,6.7|. Procedure: A 250-ml, three-necked flask fitted with a stirrer, a dropping funnel, and a thermometer was swept thoroughly with argon and maintained in an air-free condition by a mercury-filled trap. The flask was charged with 27 ml. of tri-n-butyltin chloride dissolved in 50 ml. of tetrahydrofuran (THF). To the solution of tributyltin chloride was added dropwise with stirring 100 ml. of an approximately one-molar solution of (butylsulfonyl-methyl)lithium in a hexane-THF mixture. The temperature was held at ... The reactants are CN(C(=O)OC(C)(C)C)[C@@H]1C[C@@H]([C@H](C1)C1=CC=CC=C1)CN1CCC(CC1)CCCC1=CC=C(C=C1)F (1-(S)-(N-(Methyl)-N-(t-butoxycarbonyl)amino)-3-(S)-((4-(3-(4-fluorophenyl)prop-1-yl)piperidin-1-yl)methyl)-4-(S)-phenylcyclopentane), CS(=O)(=O)Cl (methylsulfonyl chloride). Product: CN(S(=O)(=O)C)[C@@H]1C[C@@H]([C@H](C1)C1=CC=CC=C1)CN1CCC(CC1)CCCC1=CC=C(C=C1)F (1-(S)-(N-(Methyl)-N-(methylsulfonyl) amino)-3-(S)-((4-(3-(4-fluorophenyl)prop-1-yl)piperidin-1-yl)methyl)-4-(S)-phenylcyclopentane). Reaction SMILES: [CH3:1][N:2]([C@H:10]1[CH2:14][C@H:13]([C:15]2[CH:20]=[CH:19][CH:18]=[CH:17][CH:16]=2)[C@@H:12]([CH2:21][N:22]2[CH2:27][CH2:26][CH:25]([CH2:28][CH2:29][CH2:30][C:31]3[CH:36]=[CH:35][C:34]([F:37])=[CH:33][CH:32]=3)[CH2:24][CH2:23]2)[CH2:11]1)C(OC(C)(C)C)=O.[CH3:38][S:39](Cl)(=[O:41])=[O:40]>>[CH3:1][N:2]([C@H:10]1[CH2:14][C@H:13]([C:15]2[CH:20]=[CH:19][CH:18]=[CH:17][CH:16]=2)[C@@H:12]([CH2:21][N:22]2[CH2:27][CH2:26][CH:25]([CH2:28][CH2:29][CH2:30][C:31]3[CH:36]=[CH:35][C:34]([F:37])=[CH:33][CH:32]=3)[CH2:24][CH2:23]2)[CH2:11]1)[S:39]([CH3:38])(=[O:41])=[O:40]. Procedure: Using essentially the same procedure as in Example 16, Step A and B but substituting 1-(S)-(N-(methyl)-N-(t-butoxycarbonyl)amino)-3-(S)-((4-(3-(4-fluorophenyl)prop-1-yl)piperidin-1-yl)methyl)-4-(S)-phenylcyclopentane from Example 28 in Step A and methylsulfonyl chloride in Step B, the title compound can be prepared.